From a dataset of the Open Reaction Database (ORD), a public repository of structured organic reaction records. describe an organic reaction: reactants, conditions, products, and yield Reactants: C(CCCC)Br (Amyl bromide), C([O-])([O-])=O.[K+].[K+] (potassium carbonate), OC=1C=C(C=CC=2SC=3NCCCCC3N2)C=CC1OC (2-(3-hydroxy-4-methoxy-styryl)-5,6,7,8-tetrahydro-4H-thiazolo[5,4-b]azepine). The solvent is CN(C=O)C (dimethylformamide). Conditions: time 1 hour. Product: COC1=C(C=C(C=CC=2SC=3NCCCCC3N2)C=C1)OCCCCC (2-(4-Methoxy-3-pentyloxystyryl)-5,6,7,8-tetrahydro-4H-thiazolo[5,4-b]azepine). Isolated yield 15.4%. Reaction SMILES: [CH2:1](Br)[CH2:2][CH2:3][CH2:4][CH3:5].C(=O)([O-])[O-].[K+].[K+].[OH:13][C:14]1[CH:15]=[C:16]([CH:29]=[CH:30][C:31]=1[O:32][CH3:33])[CH:17]=[CH:18][C:19]1[S:20][C:21]2[NH:22][CH2:23][CH2:24][CH2:25][CH2:26][C:27]=2[N:28]=1>CN(C)C=O>[CH3:33][O:32][C:31]1[CH:30]=[CH:29][C:16]([CH:17]=[CH:18][C:19]2[S:20][C:21]3[NH:22][CH2:23][CH2:24][CH2:25][CH2:26][C:27]=3[N:28]=2)=[CH:15][C:14]=1[O:13][CH2:1][CH2:2][CH2:3][CH2:4][CH3:5] |f:1.2.3|. Reported procedure: Amyl bromide (0.49 ml) and potassium carbonate (0.46 g) were added to a solution (20 ml) of 2-(3-hydroxy-4-methoxy-styryl)-5,6,7,8-tetrahydro-4H-thiazolo[5,4-b]azepine (1.00 g) in dimethylformamide, and the whole was stirred for 1 hr. at 100°. After cooling, the reaction mixture was washed with water, dried and concentrated under reduced pressure. The residue was purified by a column chromatography on silica gel, and recrystallized from isopropyl ether to give the title compound (0.19 g, 15.4%).... Starting materials: C(C)(=O)N[C@@H](CS)C(=O)O (N-acetyl-L-cysteine), C([O-])(O)=O.[Na+] (sodium bicarbonate), FC1=C(C=CC=C1)[N+](=O)[O-] (o-fluoronitrobenzene). The solvent is O (water), C(C)O (ethanol). Yields the product [N+](=O)([O-])C1=C(C=CC=C1)SC[C@H](NC(C)=O)C(=O)O (S-(o-nitrophenyl)-N-acetyl-L-cysteine). As a reaction SMILES: [C:1]([NH:4][C@H:5]([C:8]([OH:10])=[O:9])[CH2:6][SH:7])(=[O:3])[CH3:2].C(=O)(O)[O-].[Na+].F[C:17]1[CH:22]=[CH:21][CH:20]=[CH:19][C:18]=1[N+:23]([O-:25])=[O:24]>O.C(O)C>[N+:23]([C:18]1[CH:19]=[CH:20][CH:21]=[CH:22][C:17]=1[S:7][CH2:6][C@@H:5]([C:8]([OH:10])=[O:9])[NH:4][C:1](=[O:3])[CH3:2])([O-:25])=[O:24] |f:1.2|. Procedure details: A mixture of 67.8 g of N-acetyl-L-cysteine and 100.8 g of sodium bicarbonate in 300 ml of water is added to 55.4 ml of o-fluoronitrobenzene in 1 l of ethanol. The reaction is heated to reflux for 3 hr with mechanical stirring and allowed to cool to room temperature. After removing the solids by filtration, the solution is concentrated to one fourth of the original volume and diluted with 1 l of water. The aqueous suspension is washed with 200 ml of ether and acidified to pH 1 with 12N aqueous hy... The reactants are C(C)C(COC(C1=CC=C(C=C1)CN1S(N(C(C1)=O)CC1=C(C=C(C=C1)OC)OC)(=O)=O)=O)CC (4-[5-(2,4-dimethoxy-benzyl)-1,1,4-trioxo-1,2,5-thiadiazolidin-2-ylmethyl]-benzoic acid 2-ethyl-butyl ester), C(=O)(C(F)(F)F)O (TFA). Solvent: C(Cl)Cl (CH2Cl2). The product is C(C)C(COC(C1=CC=C(C=C1)CN1S(NC(C1)=O)(=O)=O)=O)CC (4-(1,1,4-trioxo-1,2,5-thiadiazolidin-2-ylmethyl)-benzoic acid 2-ethyl-butyl ester). Reaction SMILES: [CH2:1]([CH:3]([CH2:34][CH3:35])[CH2:4][O:5][C:6](=[O:33])[C:7]1[CH:12]=[CH:11][C:10]([CH2:13][N:14]2[CH2:18][C:17](=[O:19])[N:16](CC3C=CC(OC)=CC=3OC)[S:15]2(=[O:32])=[O:31])=[CH:9][CH:8]=1)[CH3:2].C(O)(C(F)(F)F)=O>C(Cl)Cl>[CH2:34]([CH:3]([CH2:1][CH3:2])[CH2:4][O:5][C:6](=[O:33])[C:7]1[CH:8]=[CH:9][C:10]([CH2:13][N:14]2[CH2:18][C:17](=[O:19])[NH:16][S:15]2(=[O:31])=[O:32])=[CH:11][CH:12]=1)[CH3:35]. Reported procedure: A solution of the title C compound, 4-[5-(2,4-dimethoxy-benzyl)-1,1,4-trioxo-1,2,5-thiadiazolidin-2-ylmethyl]-benzoic acid 2-ethyl-butyl ester (230 mg, 0.456 mmol) and 2 mL of TFA in 6 mL of CH2Cl2 is stirred at RT overnight. The solvent is evaporated and the residue is treated with MeCN and filtered. The filtrate is concentrated and the residue is treated with Et2O, filtered and the Et2O is evaporated to give 4-(1,1,4-trioxo-1,2,5-thiadiazolidin-2-ylmethyl)-benzoic acid 2-ethyl-butyl ester as a...